Dataset: the Open Reaction Database (ORD), a public repository of structured organic reaction records. Task: describe an organic reaction: reactants, conditions, products, and yield The reactants are C(C)(=O)OC(C)=O (acetic anhydride), NCCCCOC1=CC=C(C(=O)N2CCC(CC2)N2C(=O)CCC3=CC=CC=C23)C=C1 (1-{1-[4-(4-aminobutoxy)benzoyl]-4-piperidinyl}-3,4-dihydrocarbostyril), ice water. Solvent: C(=O)O (formic acid). Procedure details: A mixture of formic acid (0.19 ml) and acetic anhydride (0.4 ml) is stirred with heating at 50°-60° C. for 1.5 hour. Thereto is added 1-{1-[4-(4-aminobutoxy)benzoyl]-4-piperidinyl}-3,4-dihydrocarbostyril (0.6 g) at room temperature and the mixture is stirred at room temperature for 13 hours. The reaction mixture is poured into ice-water and extracted with ethyl acetate. The extract is washed with aqueous sodium hydrogen carbonate, water and saline solution and dried with sodium sulfate. The solv... The product is C(=O)NCCCCOC1=CC=C(C(=O)N2CCC(CC2)N2C(=O)CCC3=CC=CC=C23)C=C1 (1-{1-[4-(4-formylaminobutoxy)benzoyl]-4-piperidinyl}-3,4-dihydrocarbostyril). RXN SMILES: [C:1](OC(=O)C)(=[O:3])C.[NH2:8][CH2:9][CH2:10][CH2:11][CH2:12][O:13][C:14]1[CH:38]=[CH:37][C:17]([C:18]([N:20]2[CH2:25][CH2:24][CH:23]([N:26]3[C:36]4[C:31](=[CH:32][CH:33]=[CH:34][CH:35]=4)[CH2:30][CH2:29][C:27]3=[O:28])[CH2:22][CH2:21]2)=[O:19])=[CH:16][CH:15]=1>C(O)=O>[CH:1]([NH:8][CH2:9][CH2:10][CH2:11][CH2:12][O:13][C:14]1[CH:15]=[CH:16][C:17]([C:18]([N:20]2[CH2:25][CH2:24][CH:23]([N:26]3[C:36]4[C:31](=[CH:32][CH:33]=[CH:34][CH:35]=4)[CH2:30][CH2:29][C:27]3=[O:28])[CH2:22][CH2:21]2)=[O:19])=[CH:37][CH:38]=1)=[O:3]. Starting materials: C=CCNCCC=O, O=C=Nc1nnc(C2CCCCC2)s1, c1ccccc1. Yields the product C=CCN(CCC=O)C(=O)Nc1nnc(C2CCCCC2)s1. RXN SMILES: [CH2:15]([CH:16]=[CH2:17])[NH:18][CH2:19][CH2:20][CH:21]=[O:22].[CH:1]1([c:7]2[n:8][n:9][c:10]([N:12]=[C:13]=[O:14])[s:11]2)[CH2:2][CH2:3][CH2:4][CH2:5][CH2:6]1.[cH:23]1[cH:24][cH:25][cH:26][cH:27][cH:28]1>>[CH:1]1([c:7]2[n:8][n:9][c:10]([NH:12][C:13](=[O:14])[N:18]([CH2:15][CH:16]=[CH2:17])[CH2:19][CH2:20][CH:21]=[O:22])[s:11]2)[CH2:2][CH2:3][CH2:4][CH2:5][CH2:6]1. Procedure: The 3-(N-t-butyloxycarbonyl-1'-N-methylaminoethyl)pyrrolidines (60, 61, 62, 63) were prepared by reacting the amines (8-11) with a t-butyloxycarbonyl transfer agent such as di-t-butylcarbonate or t-butyloxycarbonyl chloride or the like in the presence of an acid scavenger such as a tertiary amine including pyridine, lutidine, triethylamine and the like either with or without an inert solvent such as an ether or chlorocarbon in a temperature range of room temperature to the reflux temperature of ... As a reaction SMILES: [C:1]([O:5][C:6](=[O:12])[O:7][C:8]([CH3:11])([CH3:10])[CH3:9])(C)(C)C.[C:13]([O:17]C(Cl)=O)([CH3:16])([CH3:15])[CH3:14].N1C(C)=CC=CC=1C.Cl[C].CC[O:33]CC>ClCCl.C(N(CC)CC)C.N1C=CC=CC=1>[C:13]([O:17][C:1]([O:5][C:6]([O:7][C:8]([CH3:11])([CH3:10])[CH3:9])=[O:12])=[O:33])([CH3:16])([CH3:15])[CH3:14]. The solvent is ClCCl (dichloromethane), C(C)N(CC)CC (triethylamine), N1=CC=CC=C1 (pyridine). Yields the product C(C)(C)(C)OC(=O)OC(=O)OC(C)(C)C (di-t-butyldicarbonate), 1-(α-methylbenzyl)-3-(N-t-butyloxycarbonyl-1'-N-methylaminoethyl)pyrrolidines. Reactants: t-butyloxycarbonyl, C(C)(C)(C)OC(OC(C)(C)C)=O (di-t-butylcarbonate), Cl[C] (chlorocarbon), CCOCC (ether), N1=C(C=CC=C1C)C (lutidine), tertiary amine, reduced pyrrolidines, 3-N-methyl-1'-aminomethyl, C(C)(C)(C)OC(=O)Cl (t-butyloxycarbonyl chloride). The reactants are Compound 1, Cl.C1(CCCCC1)NO (N-(cyclohexyl)hydroxylamine hydrochloride), CSC=1C=C(C=CC1)N=C=O (3-(methylthio)phenyl isocyanate). Yields the product C1(CCCCC1)N(C(=O)NC1=CC(=CC=C1)SC)O (1-Cyclohexyl-1-hydroxy-3-[3-(methylthio)phenyl]urea). Yield: 27.1%. RXN SMILES: Cl.[CH:2]1([NH:8][OH:9])[CH2:7][CH2:6][CH2:5][CH2:4][CH2:3]1.[CH3:10][S:11][C:12]1[CH:13]=[C:14]([N:18]=[C:19]=[O:20])[CH:15]=[CH:16][CH:17]=1>>[CH:2]1([N:8]([OH:9])[C:19]([NH:18][C:14]2[CH:15]=[CH:16][CH:17]=[C:12]([S:11][CH3:10])[CH:13]=2)=[O:20])[CH2:7][CH2:6][CH2:5][CH2:4][CH2:3]1 |f:0.1|. Procedure: Using the general method used to prepare Compound 1, N-(cyclohexyl)hydroxylamine hydrochloride (1.5 g, 10 mmol) was reacted with 3-(methylthio)phenyl isocyanate (1.6 g, 10 mmol) to provide 0.76 g of the desired product as a white solid m.p. 147.2°-147.7° C. Analysis: Calculated for C14H20N2O2S: %C, 59.97; %H, 7.19; %N, 9.99; Found: %C, 60.16; %H, 6.95; %N, 9.96. Reactants: CC(=NO)C12CC3CC(CC(C1)C3)C2 (1-adamantyl methyl ketoxime). Reagents/catalysts: [Pt] (Pt/C). Run in C(C)(=O)O (acetic acid). Run at time 8 hour. The product is clear liquid, CC(C12CC3CC(C1)CC(C3)C2)N (rimantadine). Isolated yield 96.0%. Reaction SMILES: [CH3:1][C:2]([C:5]12[CH2:14][CH:9]3[CH2:10][CH:11]([CH2:13][CH:7]([CH2:8]3)[CH2:6]1)[CH2:12]2)=[N:3]O>[Pt].C(O)(=O)C>[CH3:1][CH:2]([NH2:3])[C:5]12[CH2:6][CH:7]3[CH2:13][CH:11]([CH2:10][CH:9]([CH2:8]3)[CH2:14]1)[CH2:12]2. Procedure details: Into a Parr hydrogenation flask were placed 8.0 g of 1-adamantyl methyl ketoxime, 200 ml of glacial acetic acid, and 2.8 g of 5% Pt/C. Hydrogenation was continued overnight at 39 psia (270 KPa) and at ambient temperature. The catalyst was removed by filtration and the acetic acid solution was concentrated to one-third of the original volume by vacuum distillation. Water, 200 ml, was added to this conc. acetic acid solution and it was made basic with sodium hydroxide to give a milky solution. The... Reactants: NC1=CC(N(C(N1C)=O)CCC)=O (6-Amino-1-methyl-3-n-propyluracil), N(=O)[O-].[Na+] (sodium nitrite). Solvent: C(C)(=O)O (acetic acid), O (water). Conditions: temperature 65 celsius. The product is NC1=C(C(N(C(N1C)=O)CCC)=O)N=O (6-amino-1-methyl-5-nitroso-3-propyluracil). Isolated yield 535.8%. RXN SMILES: [NH2:1][C:2]1[N:7]([CH3:8])[C:6](=[O:9])[N:5]([CH2:10][CH2:11][CH3:12])[C:4](=[O:13])[CH:3]=1.[N:14]([O-])=[O:15].[Na+]>C(O)(=O)C.O>[NH2:1][C:2]1[N:7]([CH3:8])[C:6](=[O:9])[N:5]([CH2:10][CH2:11][CH3:12])[C:4](=[O:13])[C:3]=1[N:14]=[O:15] |f:1.2|. Reported procedure: 6-Amino-1-methyl-3-n-propyluracil (13.2 g, 7.3 mmol) was dissolved in 10-15 ml of acetic acid and the solution was warmed on a hot plate to 60-70° C. Then, with stirring, a solution of sodium nitrite (5.3 g, 7.7 mmol) in 100 ml of water was added in 10 ml portions over 10 minutes. A brownish-purple precipitate formed. The reaction mixture was cooled to 10° C. and the precipitate was collected by vacuum filtration, washed with 10 ml of acetone, and air-dried to give 8.3 g (55%) of 6-amino-1-methy...